Dataset: the Open Reaction Database (ORD), a public repository of structured organic reaction records. Task: describe an organic reaction: reactants, conditions, products, and yield Starting materials: CC(C)(C)OC(=O)NN, CCCCO, Cc1cc(Cl)nnc1-c1cccc([N+](=O)[O-])c1, CO. Product: Cc1cc(NNC(=O)OC(C)(C)C)nnc1-c1cccc([N+](=O)[O-])c1. RXN SMILES: [C:18]([CH3:19])([CH3:20])([CH3:21])[O:22][C:23]([NH:24][NH2:25])=[O:26].[CH2:27]([OH:28])[CH2:29][CH2:30][CH3:31].[CH3:1][c:2]1[cH:3][c:4]([Cl:17])[n:5][n:6][c:7]1-[c:8]1[cH:9][c:10]([N+:14](=[O:15])[O-:16])[cH:11][cH:12][cH:13]1.[CH3:32][OH:33]>>[CH3:1][c:2]1[cH:3][c:4]([NH:25][NH:24][C:23]([O:22][C:18]([CH3:19])([CH3:20])[CH3:21])=[O:26])[n:5][n:6][c:7]1-[c:8]1[cH:9][c:10]([N+:14](=[O:15])[O-:16])[cH:11][cH:12][cH:13]1. The reactants are [N+](=O)([O-])C=1C=C(C=CC1N[C@H]1CNCC1)S(=O)(=O)N ((R)-3-nitro-4-(pyrrolidin-3-ylamino)benzenesulfonamide), C([O-])([O-])=O.[Na+].[Na+] (sodium carbonate), BrCC#N (2-bromoacetonitrile). Solvent: CN(C=O)C (N, N-dimethylformamide). Conditions: temperature 60 celsius. Yields the product C(#N)CN1C[C@@H](CC1)NC1=C(C=C(C=C1)S(=O)(=O)N)[N+](=O)[O-] ((R)-4-(1-(cyanomethyl)pyrrolidin-3-ylamino)-3-nitrobenzenesulfonamide). Reaction SMILES: [N+:1]([C:4]1[CH:5]=[C:6]([S:16]([NH2:19])(=[O:18])=[O:17])[CH:7]=[CH:8][C:9]=1[NH:10][C@@H:11]1[CH2:15][CH2:14][NH:13][CH2:12]1)([O-:3])=[O:2].C(=O)([O-])[O-].[Na+].[Na+].Br[CH2:27][C:28]#[N:29]>CN(C)C=O>[C:28]([CH2:27][N:13]1[CH2:14][CH2:15][C@@H:11]([NH:10][C:9]2[CH:8]=[CH:7][C:6]([S:16]([NH2:19])(=[O:17])=[O:18])=[CH:5][C:4]=2[N+:1]([O-:3])=[O:2])[CH2:12]1)#[N:29] |f:1.2.3|. Reported procedure: To a solution of EXAMPLE 428C (440 mg) in anhydrous N, N-dimethylformamide (10 mL) was added sodium carbonate (132 mg). To the resulting suspension was added 2-bromoacetonitrile (0.077 mL) and the mixture was heated at 60° C. for 18 hours. The crude material was isolated by concentration and was purified on silica gel, and was eluted with a 0.5, 2.5, and 5% methanol in methylene chloride step gradient to provide the title compound. Starting materials: CC1=CC=C(C(=N)N)C=C1 (4-methylbenzamidine), CC(C(=O)OCC)C(=O)C (ethyl 2-methylacetoacetate). The solvent is C(C)O (ethanol). Run at temperature 0 celsius. Product: CC=1C(NC(=NC1C)C1=CC=C(C=C1)C)=O (5,6-dimethyl-2-(4-methylphenyl)-3H-pyrimidin-4-one). Isolated yield 85.4%. RXN SMILES: [CH3:1][C:2]1[CH:10]=[CH:9][C:5]([C:6]([NH2:8])=[NH:7])=[CH:4][CH:3]=1.[CH3:11][CH:12]([C:18]([CH3:20])=O)[C:13](OCC)=[O:14]>C(O)C>[CH3:11][C:12]1[C:13](=[O:14])[NH:7][C:6]([C:5]2[CH:9]=[CH:10][C:2]([CH3:1])=[CH:3][CH:4]=2)=[N:8][C:18]=1[CH3:20]. Procedure: To a solution of 4-methylbenzamidine (4.4 g) in 30 ml of ethanol was added ethyl 2-methylacetoacetate (6.1 g), and the mixture refluxed for 4 hours, giving a precipitate. The mixture was cooled to 0° C., the solid filtered off, washed with ethanol, and dried under reduced pressure, yielding 6 g of 5,6-dimethyl-2-(4-methylphenyl)-3H-pyrimidin-4-one, m.p. 250° C. The reactants are [N+](=O)([O-])C1=C(N)C=CC=C1 (2-nitroaniline), C([O-])([O-])=O.[Cs+].[Cs+] (cesium carbonate), C(C1=CC=CC=C1)(=O)NC1=C(C(=O)OC(C)(C)C)C=CC(=C1)Br (tert-butyl 2-(benzamido)-4-bromobenzoate), C(CC(O)(C(=O)O)CC(=O)O)(=O)O (citric acid). The reagents and catalysts are C=1C=CC(=CC1)/C=C/C(=O)/C=C/C2=CC=CC=C2.C=1C=CC(=CC1)/C=C/C(=O)/C=C/C2=CC=CC=C2.C=1C=CC(=CC1)/C=C/C(=O)/C=C/C2=CC=CC=C2.[Pd].[Pd] (tris(dibenzylideneacetone)dipalladium(0)), C(C)(=O)[O-].[Pd+2].C(C)(=O)[O-] (palladium acetate), C1(CCCCC1)P(C1=C(C=CC=C1)C1=C(C=C(C=C1C(C)C)C(C)C)C(C)C)C1CCCCC1 (2-dicyclohexylphosphino-2′,4′,6′-triisopropylbiphenyl). Solvent: C1(=CC=CC=C1)C (toluene), C(C)(=O)OCC (ethyl acetate). Yields the product C(C1=CC=CC=C1)(=O)NC1=C(C(=O)OC(C)(C)C)C=CC(=C1)NC1=C(C=CC=C1)[N+](=O)[O-] (tert-butyl 2-(benzamido)-4-(2-nitroanilino)benzoate). Isolated yield 81.6%. Reaction SMILES: [N+:1]([C:4]1[CH:10]=[CH:9][CH:8]=[CH:7][C:5]=1[NH2:6])([O-:3])=[O:2].C(=O)([O-])[O-].[Cs+].[Cs+].[C:17]([NH:25][C:26]1[CH:38]=[C:37](Br)[CH:36]=[CH:35][C:27]=1[C:28]([O:30][C:31]([CH3:34])([CH3:33])[CH3:32])=[O:29])(=[O:24])[C:18]1[CH:23]=[CH:22][CH:21]=[CH:20][CH:19]=1.C(O)(=O)CC(CC(O)=O)(C(O)=O)O>C1C=CC(/C=C/C(/C=C/C2C=CC=CC=2)=O)=CC=1.C1C=CC(/C=C/C(/C=C/C2C=CC=CC=2)=O)=CC=1.C1C=CC(/C=C/C(/C=C/C2C=CC=CC=2)=O)=CC=1.[Pd].[Pd].C([O-])(=O)C.[Pd+2].C([O-])(=O)C.C1(P(C2CCCCC2)C2C=CC=CC=2C2C(C(C)C)=CC(C(C)C)=CC=2C(C)C)CCCCC1.C(OCC)(=O)C.C1(C)C=CC=CC=1>[C:17]([NH:25][C:26]1[CH:38]=[C:37]([NH:6][C:5]2[CH:7]=[CH:8][CH:9]=[CH:10][C:4]=2[N+:1]([O-:3])=[O:2])[CH:36]=[CH:35][C:27]=1[C:28]([O:30][C:31]([CH3:33])([CH3:34])[CH3:32])=[O:29])(=[O:24])[C:18]1[CH:19]=[CH:20][CH:21]=[CH:22][CH:23]=1 |f:1.2.3,6.7.8.9.10,11.12.13|. Procedure: 55 mg of 2-nitroaniline, 0.17 g of cesium carbonate, 2.4 mg of tris(dibenzylideneacetone)dipalladium(0), 1.2 mg of palladium acetate and 6.3 mg of 2-dicyclohexylphosphino-2′,4′,6′-triisopropylbiphenyl were added to 2.0 mL of toluene solution containing 0.10 g of tert-butyl 2-(benzamido)-4-bromobenzoate at room temperature, and the resulting mixture was heated to reflux under nitrogen atmosphere for 4 hours. After the reaction mixture was cooled to room temperature, ethyl acetate and 10% citric a... Reactants: FC1=CC=C(C=C1)C=1N=C2N(C=CC=C2[N+](=O)[O-])C1C(C)=O (1-[2-(4-fluorophenyl)-8-nitroimidazo[1,2-α]pyridin-3-yl]ethanone), [Cl-].[NH4+] (ammonium chloride). Reagents/catalysts: [Fe] (iron). The solvent is CO (methanol), CO (methanol). Product: NC=1C=2N(C=CC1)C(=C(N2)C2=CC=C(C=C2)F)C(C)=O (1-[8-amino-2-(4-fluorophenyl)imidazo[1,2-α]pyridin-3-yl]ethanone). Isolated yield 70.9%. Reaction SMILES: [F:1][C:2]1[CH:7]=[CH:6][C:5]([C:8]2[N:9]=[C:10]3[C:15]([N+:16]([O-])=O)=[CH:14][CH:13]=[CH:12][N:11]3[C:19]=2[C:20](=[O:22])[CH3:21])=[CH:4][CH:3]=1.[Cl-].[NH4+]>CO.[Fe]>[NH2:16][C:15]1[C:10]2[N:11]([C:19]([C:20](=[O:22])[CH3:21])=[C:8]([C:5]3[CH:6]=[CH:7][C:2]([F:1])=[CH:3][CH:4]=3)[N:9]=2)[CH:12]=[CH:13][CH:14]=1 |f:1.2|. Procedure details: A solution of 1-[2-(4-fluorophenyl)-8-nitroimidazo[1,2-α]pyridin-3-yl]ethanone (100 mg, 0.33 mmol) in methanol (3 mL) was added to a suspension of iron (93 mg, 1.7 mmol) and ammonium chloride (149 mg, 2.8 mmol) in aqueous methanol. This reaction mixture was heated to reflux for 10 hours. The reaction mixture was filtered and the filtrate concentrated under reduced pressure to a solid. This solid was purified by silica gel chromatography (5% methanol in dichloromethane) to give 63 mg (70%) of 1-[...